Dataset: the Open Reaction Database (ORD), a public repository of structured organic reaction records. Task: describe an organic reaction: reactants, conditions, products, and yield The reactants are C(C)(C)(C)OC(=O)C1=CC2=C(CCOC(N2)=O)C=C1 (6-oxo-5,6,8,9-tetrahydro-7-oxa-5-aza-benzocycloheptene-3-carboxylic acid tert-butyl ester), C([O-])([O-])=O.[K+].[K+] (potassium carbonate), ICC (iodoethane). Solvent: CN(C)C=O (DMF), O (water). Yields the product C(C)(C)(C)OC(=O)C1=CC2=C(CCOC(N2CC)=O)C=C1 (5-ethyl-6-oxo-5,6,8,9-tetrahydro-7-oxa-5-aza-benzocycloheptene-3-carboxylic acid tert-butyl ester). Reaction SMILES: [C:1]([O:5][C:6]([C:8]1[CH:19]=[CH:18][C:11]2[CH2:12][CH2:13][O:14][C:15](=[O:17])[NH:16][C:10]=2[CH:9]=1)=[O:7])([CH3:4])([CH3:3])[CH3:2].C(=O)([O-])[O-].[K+].[K+].I[CH2:27][CH3:28]>CN(C=O)C.O>[C:1]([O:5][C:6]([C:8]1[CH:19]=[CH:18][C:11]2[CH2:12][CH2:13][O:14][C:15](=[O:17])[N:16]([CH2:27][CH3:28])[C:10]=2[CH:9]=1)=[O:7])([CH3:4])([CH3:2])[CH3:3] |f:1.2.3|. Reported procedure: A mixture of 6-oxo-5,6,8,9-tetrahydro-7-oxa-5-aza-benzocycloheptene-3-carboxylic acid tert-butyl ester (1.1 g, 4.18 mmol), potassium carbonate (2.5 g, 18.1 mmol, 4.3 eq.) and iodoethane (1.67 mL, 20.87 mmol, 5 eq.) was stirred in DMF (20 mL) for 16 hours at 60° C. The reaction was diluted with water (50 mL) and extracted with ethyl acetate (3×20 mL). The combined organic layers were dried (sodium sulfate) and concentrated. Silica gel chromatography (0→20% ethyl acetate in hexanes) provided 5-eth...